The task is: describe an organic reaction: reactants, conditions, products, and yield. This data is from the Open Reaction Database (ORD), a public repository of structured organic reaction records. Starting materials: CC(C)(C)N(C(=O)[O-])N1CCCC(c2cc(F)c(F)c(F)c2)C1=O, CCOC(C)=O, ClC(Cl)Cl, Cl. Product: Cl, NN1CCCC(c2cc(F)c(F)c(F)c2)C1=O. Reaction SMILES: [C:2]([N:6]([C:3](=[O:4])[O-:5])[N:10]1[C:11](=[O:25])[CH:12]([c:16]2[cH:17][c:18]([F:24])[c:19]([F:23])[c:20]([F:22])[cH:21]2)[CH2:13][CH2:14][CH2:15]1)([CH3:7])([CH3:8])[CH3:9].[CH3:26][CH2:27][O:28][C:29](=[O:30])[CH3:31].[CH:32]([Cl:33])([Cl:34])[Cl:35].[ClH:1]>>[ClH:1].[NH2:6][N:10]1[C:11](=[O:25])[CH:12]([c:16]2[cH:17][c:18]([F:24])[c:19]([F:23])[c:20]([F:22])[cH:21]2)[CH2:13][CH2:14][CH2:15]1.